From a dataset of the Open Reaction Database (ORD), a public repository of structured organic reaction records. describe an organic reaction: reactants, conditions, products, and yield Reactants: O=C([O-])[O-], CC#N, Clc1ccc(OCC2(C3(Cl)CC3)CO2)cc1, [K+], [K+], c1nc[nH]n1. Yields the product OC(COc1ccc(Cl)cc1)(Cn1cncn1)C1(Cl)CC1. As a reaction SMILES: [C:22](=[O:23])([O-:24])[O-:25].[CH3:28][C:29]#[N:30].[Cl:1][C:2]1([C:5]2([CH2:8][O:9][c:10]3[cH:11][cH:12][c:13]([Cl:16])[cH:14][cH:15]3)[O:6][CH2:7]2)[CH2:3][CH2:4]1.[K+:26].[K+:27].[nH:17]1[n:18][cH:19][n:20][cH:21]1>>[Cl:1][C:2]1([C:5]([OH:6])([CH2:7][n:17]2[n:18][cH:19][n:20][cH:21]2)[CH2:8][O:9][c:10]2[cH:11][cH:12][c:13]([Cl:16])[cH:14][cH:15]2)[CH2:3][CH2:4]1. The reactants are C(C)N(CC)S(F)(F)F (diethylaminosulfur trifluoride), ClC=1C=NC2=CC=C(C=C2C1C(CCC1(CCN(CC1)CCSC1=C(C=CC(=C1)F)F)C(=O)OC)O)OC (methyl 4-[3-(3-chloro-6-methoxyquinolin-4-yl)-3-(R,S)-hydroxypropyl]-1-[2-(2,5-difluorophenylthio)ethyl]piperidine-4-carboxylate), C(O)([O-])=O.[Na+] (sodium hydrogen carbonate). Solvent: ClCCl (dichloromethane). Conditions: temperature 5 celsius. Yields the product ClC=1C=NC2=CC=C(C=C2C1C(CCC1(CCN(CC1)CCSC1=C(C=CC(=C1)F)F)C(=O)OC)F)OC (methyl 4-[3-(3-chloro-6-methoxyquinolin-4-yl)-3-(R,S)-fluoropropyl]-1-[2-(2,5-difluorophenylthio)ethyl]piperidine-4-carboxylate). As a reaction SMILES: C(N(S(F)(F)[F:7])CC)C.[Cl:10][C:11]1[CH:12]=[N:13][C:14]2[C:19]([C:20]=1[CH:21](O)[CH2:22][CH2:23][C:24]1([C:41]([O:43][CH3:44])=[O:42])[CH2:29][CH2:28][N:27]([CH2:30][CH2:31][S:32][C:33]3[CH:38]=[C:37]([F:39])[CH:36]=[CH:35][C:34]=3[F:40])[CH2:26][CH2:25]1)=[CH:18][C:17]([O:46][CH3:47])=[CH:16][CH:15]=2.C(=O)([O-])O.[Na+]>ClCCl>[Cl:10][C:11]1[CH:12]=[N:13][C:14]2[C:19]([C:20]=1[CH:21]([F:7])[CH2:22][CH2:23][C:24]1([C:41]([O:43][CH3:44])=[O:42])[CH2:25][CH2:26][N:27]([CH2:30][CH2:31][S:32][C:33]3[CH:38]=[C:37]([F:39])[CH:36]=[CH:35][C:34]=3[F:40])[CH2:28][CH2:29]1)=[CH:18][C:17]([O:46][CH3:47])=[CH:16][CH:15]=2 |f:2.3|. Reported procedure: 0.1 cm3 of diethylaminosulfur trifluoride was added to a solution of 0.25 g of methyl 4-[3-(3-chloro-6-methoxyquinolin-4-yl)-3-(R,S)-hydroxypropyl]-1-[2-(2,5-difluorophenylthio)ethyl]piperidine-4-carboxylate in 10 cm3 of dichloromethane, with stirring and under an inert atmosphere, at a temperature in the region of 5° C. After stirring for 7 hours at a temperature in the region of 20° C., saturated sodium hydrogen carbonate solution was added to the reaction mixture. The aqueous phase was extrac... The reactants are C(C(C)(C)C)=O (pivalaldehyde), CNCCCN (3-methylaminopropylamine), O (water). Run in C1CCCCC1 (cyclohexane). Product: CNCCC=NCC(C)(C)C (N-methyl-3-(2,2-dimethylpropylimino)-propylamine). As a reaction SMILES: [CH:1](=O)[C:2]([CH3:5])([CH3:4])[CH3:3].[CH3:7][NH:8][CH2:9][CH2:10][CH2:11][NH2:12].O>C1CCCCC1>[CH3:7][NH:8][CH2:9][CH2:10][CH:11]=[N:12][CH2:1][C:2]([CH3:5])([CH3:4])[CH3:3]. Procedure: 75.0 g (0.87 mol) of pivalaldehyde are added dropwise to a solution of 76.7 g (0.87 mol) of 3-methylaminopropylamine in 200 ml of dry cyclohexane. After the addition, the solution is heated under reflux in a water separator for 3 hours. The solvent is then removed in a rotary evaporator and the residue is distilled. Boiling point: 69° C./67 mbar Reactants: CC1(C)NC(=O)C2CNCCN21, CC(=O)CC(C)C, Fc1ccc(C(CCCCl)c2ccc(F)cc2)cc1, [I-], [K+], [Na+], [Na+], O=C([O-])[O-]. The product is CC1(C)NC(=O)C2CN(CCCC(c3ccc(F)cc3)c3ccc(F)cc3)CCN21. RXN SMILES: [CH3:20][C:21]1([CH3:31])[NH:22][C:23](=[O:30])[CH:24]2[N:25]1[CH2:26][CH2:27][NH:28][CH2:29]2.[CH3:40][CH:41]([CH3:42])[CH2:43][C:44](=[O:45])[CH3:46].[Cl:1][CH2:2][CH2:3][CH2:4][CH:5]([c:6]1[cH:7][cH:8][c:9]([F:12])[cH:10][cH:11]1)[c:13]1[cH:14][cH:15][c:16]([F:19])[cH:17][cH:18]1.[I-:39].[K+:38].[Na+:32].[Na+:33].[O-:34][C:35](=[O:36])[O-:37]>>[CH2:2]([CH2:3][CH2:4][CH:5]([c:6]1[cH:7][cH:8][c:9]([F:12])[cH:10][cH:11]1)[c:13]1[cH:14][cH:15][c:16]([F:19])[cH:17][cH:18]1)[N:28]1[CH2:27][CH2:26][N:25]2[C:21]([CH3:20])([CH3:31])[NH:22][C:23](=[O:30])[CH:24]2[CH2:29]1. The reactants are O=C(O)C=CC(=O)O, CC(C)=CCCN1CCC(NC(=O)C(O)(c2ccc(F)cc2)C2CCCC2)CC1, Cl, Cl, NC1CCN(CC2CCCCCC2)CC1. The product is O=C(NC1CCN(CC2CCCCCC2)CC1)C(O)(c1ccc(F)cc1)C1CCCC1. Reaction SMILES: [C:1]([OH:2])(=[O:3])[CH:4]=[CH:5][C:6]([OH:7])=[O:8].[CH3:9][C:10]([CH3:11])=[CH:12][CH2:13][CH2:37][N:14]1[CH2:15][CH2:16][CH:17]([NH:20][C:21]([C:22]([OH:23])([c:24]2[cH:25][cH:26][c:27]([F:30])[cH:28][cH:29]2)[CH:31]2[CH2:32][CH2:33][CH2:34][CH2:35]2)=[O:36])[CH2:18][CH2:19]1.[ClH:38].[ClH:39].[NH2:40][CH:41]1[CH2:42][CH2:43][N:44]([CH2:47][CH:48]2[CH2:49][CH2:50][CH2:51][CH2:52][CH2:53][CH2:54]2)[CH2:45][CH2:46]1>>[N:14]1([CH2:47][CH:48]2[CH2:49][CH2:50][CH2:51][CH2:52][CH2:53][CH2:54]2)[CH2:15][CH2:16][CH:17]([NH:20][C:21]([C:22]([OH:23])([c:24]2[cH:25][cH:26][c:27]([F:30])[cH:28][cH:29]2)[CH:31]2[CH2:32][CH2:33][CH2:34][CH2:35]2)=[O:36])[CH2:18][CH2:19]1. Starting materials: C(C)(C)NC(C)C (diisopropylamine), C(CCC)[Li] (n-butyllithium), ClC1=CC(=C(CO[Si](C)(C)C(C)(C)C)C=C1)F ((4-chloro-2-fluorobenzyloxy)(tert-butyl)dimethylsilane), II (iodine). The solvent is C1CCOC1 (THF), C1CCOC1 (THF), C1CCOC1 (THF). Run at temperature -78 celsius, time 10 minute. Product: ClC1=C(C(=C(CO[Si](C)(C)C(C)(C)C)C=C1)F)I ((4-chloro-2-fluoro-3-iodobenzyloxy)(tert-butyl)dimethylsilane). Reaction SMILES: C(NC(C)C)(C)C.C([Li])CCC.[Cl:13][C:14]1[CH:28]=[CH:27][C:17]([CH2:18][O:19][Si:20]([C:23]([CH3:26])([CH3:25])[CH3:24])([CH3:22])[CH3:21])=[C:16]([F:29])[CH:15]=1.[I:30]I>C1COCC1>[Cl:13][C:14]1[CH:28]=[CH:27][C:17]([CH2:18][O:19][Si:20]([C:23]([CH3:24])([CH3:25])[CH3:26])([CH3:22])[CH3:21])=[C:16]([F:29])[C:15]=1[I:30]. Procedure details: To a stirred solution of diisopropylamine (3.09 mL, 21.8 mmol) in THF (60 mL) under at 0° C. was added n-butyllithium (6.83 mL, 20.0 mmol) dropwise over 5 min. After 10 min, the reaction mixture was cooled to −78° C., and a solution of (4-chloro-2-fluorobenzyloxy)(tert-butyl)dimethylsilane (5.00 g, 18.2 mmol) in THF (15 mL) was added slowly over 5 min. After 2 h at −78° C., a solution of iodine (5.54 g, 21.8 mmol) in THF (25 mL) was added over 10 min. After a further 20 min at −78° C., the react... RXN SMILES: [CH2:53]1[O:54][CH2:55][CH2:56][CH2:57]1.[CH3:23][Si:24]1([CH3:25])[C:26]([CH3:27])=[C:28]([CH3:29])[C:30]([CH3:31])=[N:32][SiH:33]1[CH3:34].[Cl:1][c:2]1[cH:3][c:4]([C:5](=[O:6])[O:7][CH3:8])[cH:9][cH:10][c:11]1[NH:12][CH2:13][CH2:14][O:15][Si:16]([CH3:17])([CH3:18])[C:19]([CH3:20])([CH3:21])[CH3:22].[Na:35].[s:36]1[c:37]([C:50](=[O:51])[Cl:52])[cH:38][c:39]2[c:40]1-[c:41]1[c:42]([cH:46][cH:47][cH:48][cH:49]1)[O:43][CH2:44][CH2:45]2>>[Cl:1][c:2]1[cH:3][c:4]([C:5](=[O:6])[O:7][CH3:8])[cH:9][cH:10][c:11]1[N:12]([CH2:13][CH2:14][O:15][Si:16]([CH3:17])([CH3:18])[C:19]([CH3:20])([CH3:21])[CH3:22])[C:50]([c:37]1[s:36][c:40]2[c:39]([cH:38]1)[CH2:45][CH2:44][O:43][c:42]1[c:41]-2[cH:49][cH:48][cH:47][cH:46]1)=[O:51]. The reactants are C1CCOC1, CC1=N[SiH](C)[Si](C)(C)C(C)=C1C, COC(=O)c1ccc(NCCO[Si](C)(C)C(C)(C)C)c(Cl)c1, [Na], O=C(Cl)c1cc2c(s1)-c1ccccc1OCC2. Yields the product COC(=O)c1ccc(N(CCO[Si](C)(C)C(C)(C)C)C(=O)c2cc3c(s2)-c2ccccc2OCC3)c(Cl)c1. Reactants: CC(O)CC(=O)SCCNC(=O)CCNC(=O)C(O)C(C)(C)COP(=O)(O)OP(=O)(O)OCC1OC(n2cnc3c(N)ncnc32)C(O)C1OP(=O)(O)O, CC(C)(COP(=O)(O)OP(=O)(O)OCC1OC(n2cnc3c(N)ncnc32)C(O)C1OP(=O)(O)O)C(O)C(=O)NCCC(=O)NCCSC(=O)CC(O)CCc1ccccc1. Product: O=C(O)CC(O)CCc1ccccc1. RXN SMILES: [OH:1][CH:2]([CH3:3])[CH2:4][C:5]([S:6][CH2:7][CH2:8][NH:9][C:10](=[O:11])[CH2:12][CH2:13][NH:14][C:15](=[O:16])[CH:17]([OH:18])[C:19]([CH3:20])([CH3:21])[CH2:22][O:23][P:24]([OH:25])(=[O:26])[O:27][P:28]([OH:29])(=[O:30])[O:31][CH2:32][CH:33]1[O:34][CH:35]([n:36]2[c:37]3[n:38][cH:39][n:40][c:41]([NH2:42])[c:43]3[n:44][cH:45]2)[CH:46]([OH:47])[CH:48]1[O:49][P:50]([OH:51])([OH:52])=[O:53])=[O:54].[OH:55][CH:56]([CH2:57][C:58](=[O:59])[S:60][CH2:61][CH2:62][NH:63][C:64](=[O:65])[CH2:66][CH2:67][NH:68][C:69](=[O:70])[CH:71]([OH:72])[C:73]([CH3:74])([CH3:75])[CH2:76][O:77][P:78]([OH:79])(=[O:80])[O:81][P:82]([OH:83])(=[O:84])[O:85][CH2:86][CH:87]1[O:88][CH:89]([n:90]2[c:91]3[n:92][cH:93][n:94][c:95]([NH2:96])[c:97]3[n:98][cH:99]2)[CH:100]([OH:101])[CH:102]1[O:103][P:104]([OH:105])([OH:106])=[O:107])[CH2:108][CH2:109][c:110]1[cH:111][cH:112][cH:113][cH:114][cH:115]1>>[O:1]=[C:58]([CH2:57][CH:56]([OH:55])[CH2:108][CH2:109][c:110]1[cH:111][cH:112][cH:113][cH:114][cH:115]1)[OH:59]. The reactants are O (Water), solution, C(CCC)[Li] (n-butyllithium), hexanes, BrC1=COC2=C1C=CC=C2 (3-bromobenzofuran), C(C1=CC=CC=C1)(C1=CC=CC=C1)N1CC(C1)=O (1-benzhydrylazetidin-3-one). Run in C1CCOC1 (THF), C1CCOC1 (THF). Run at temperature -78 celsius, time 30 minute. Product: C(C1=CC=CC=C1)(C1=CC=CC=C1)N1CC(C1)(O)C=1OC2=C(C1)C=CC=C2 (1-Benzhydryl-3-(benzofuran-2-yl)azetidin-3-ol), solid. The yield is 13.0%. As a reaction SMILES: C([Li])CCC.Br[C:7]1[C:11]2[CH:12]=[CH:13][CH:14]=[CH:15][C:10]=2[O:9][CH:8]=1.[CH:16]([N:29]1[CH2:32][C:31](=[O:33])[CH2:30]1)([C:23]1[CH:28]=[CH:27][CH:26]=[CH:25][CH:24]=1)[C:17]1[CH:22]=[CH:21][CH:20]=[CH:19][CH:18]=1.O>C1COCC1>[CH:16]([N:29]1[CH2:32][C:31]([C:8]2[O:9][C:10]3[CH:15]=[CH:14][CH:13]=[CH:12][C:11]=3[CH:7]=2)([OH:33])[CH2:30]1)([C:23]1[CH:28]=[CH:27][CH:26]=[CH:25][CH:24]=1)[C:17]1[CH:18]=[CH:19][CH:20]=[CH:21][CH:22]=1. Reported procedure: A 2.5 M solution of n-butyllithium in hexanes (2.23 mL, 5.58 mmol) was added dropwise to a solution of 3-bromobenzofuran (1.0 g, 5.08 mmol) in THF (35 mL) at −78° C. The reaction mixture was stirred for 30 minutes at −78° C. and then a solution of 1-benzhydrylazetidin-3-one (1.2 g, 5.08 mmol, as prepared in step 1 of example FAB270) in THF (10 mL) was added dropwise at the same temperature. The mixture was allowed to warm back to room temperature overnight. Water (50 mL) was added and the mixtur...